Dataset: the Open Reaction Database (ORD), a public repository of structured organic reaction records. Task: describe an organic reaction: reactants, conditions, products, and yield Reactants: C(C1=CC=CC=C1)OCCC(=O)Cl (3-benzyloxypropionyl chloride), C(C)OC(C(C(=O)O)CC)=O (ethyl malonic acid monoethyl ester), C(C)Br (Ethyl bromide), C(C)Br (Ethyl bromide), C(C)Br (ethyl bromide), [Mg] (magnesium), II (iodine), Cl (HCl). The solvent is O1CCCC1 (tetrahydrofuran), O1CCCC1 (tetrahydrofuran), O1CCCC1 (tetrahydrofuran), O1CCCC1 (tetrahydrofuran), C1(=CC=CC=C1)C (toluene). Reaction conditions: temperature -10 celsius, time 30 minute. The product is C(C)OC(C(C(CCOCC1=CC=CC=C1)=O)CC)=O (5-benzyloxy-3-oxo-2-ethyl-pentanoic acid ethyl ester). Isolated yield 96.3%. Reaction SMILES: C(Br)C.[Mg].II.[CH2:7]([O:9][C:10](=[O:17])[CH:11]([CH2:15][CH3:16])[C:12]([OH:14])=O)[CH3:8].[CH2:18]([O:25][CH2:26][CH2:27]C(Cl)=O)[C:19]1[CH:24]=[CH:23][CH:22]=[CH:21][CH:20]=1.Cl>O1CCCC1.C1(C)C=CC=CC=1>[CH2:7]([O:9][C:10](=[O:17])[CH:11]([CH2:15][CH3:16])[C:12](=[O:14])[CH2:27][CH2:26][O:25][CH2:18][C:19]1[CH:24]=[CH:23][CH:22]=[CH:21][CH:20]=1)[CH3:8]. Procedure: Ethyl bromide (5 ml) is added dropwise into a 2 l five-necked flask equipped with a mechanical stirrer, a condenser, a dropping funnel, a thermometer and an Argon inlet tube charged with magnesium turnings (26.6 g), anhydrous tetrahydrofuran (100 ml) and iodine (a few crystals). After 1 or 2 minutes, once the reaction begins, the mixture is stirred and diluted with anhydrous tetrahydrofuran (510 ml). Ethyl bromide (86.6 ml) is gradually added, over a period of 45 minutes keeping the temperature ... Starting materials: c1cc(N2CCCC2)ccn1, BrP(Br)Br, c1ccncc1. Product: BrP(Br)c1cnccc1N1CCCC1. RXN SMILES: [N:5]1([c:10]2[cH:11][cH:12][n:13][cH:14][cH:15]2)[CH2:6][CH2:7][CH2:8][CH2:9]1.[P:1]([Br:2])([Br:3])[Br:4].[cH:16]1[cH:17][cH:18][n:19][cH:20][cH:21]1>>[P:1]([Br:2])([Br:4])[c:15]1[c:10]([N:5]2[CH2:6][CH2:7][CH2:8][CH2:9]2)[cH:11][cH:12][n:13][cH:14]1. Reactants: OC1=CC=C(C=C1)C1=CC=CC=C1 (4-hydroxybiphenyl), CN(C(=O)Cl)C1=CC=CC=C1 (N-methyl-N-phenylcarbamoyl chloride). Yields the product C1(=CC=C(C=C1)OC(N(C1=CC=CC=C1)C)=O)C1=CC=CC=C1 (Methyl-phenyl-carbamic acid biphenyl-4-yl-ester). RXN SMILES: [OH:1][C:2]1[CH:7]=[CH:6][C:5]([C:8]2[CH:13]=[CH:12][CH:11]=[CH:10][CH:9]=2)=[CH:4][CH:3]=1.[CH3:14][N:15]([C:19]1[CH:24]=[CH:23][CH:22]=[CH:21][CH:20]=1)[C:16](Cl)=[O:17]>>[C:5]1([C:8]2[CH:13]=[CH:12][CH:11]=[CH:10][CH:9]=2)[CH:4]=[CH:3][C:2]([O:1][C:16](=[O:17])[N:15]([CH3:14])[C:19]2[CH:24]=[CH:23][CH:22]=[CH:21][CH:20]=2)=[CH:7][CH:6]=1. Reported procedure: The title compound was prepared from 4-hydroxybiphenyl and N-methyl-N-phenylcarbamoyl chloride applying. The crude product was recrystallized (ethanol) (75%, white crystals). Starting materials: C(C)(=O)OC1[C@@](O)([C@@](O)([C@@H](O1)COC(C1=CC=CC=C1)=O)C(C1=CC=CC=C1)=O)C(C1=CC=CC=C1)=O (1-O-acetyl-2,3,5-O-tribenzoyl-L-ribofuranose), C([O-])(O)=O.[Na+] (sodium bicarbonate), NC=1NC(C2=C(N1)NC(S2)=O)=O (5-Aminothiazolo[4,5-d]pyrimidine-2,7(6H)-dione), C[Si](Cl)(C)C (trimethylchlorosilane), O(S(=O)(=O)C(F)(F)F)[Si](C)(C)C (trimethylsilyl triflate), O(S(=O)(=O)C(F)(F)F)[Si](C)(C)C (trimethylsilyl triflate). The solvent is C(C)#N (acetonitrile), O (water), C(C)(=O)OCC (Ethyl acetate), C(C)#N (acetonitrile), C[Si](N[Si](C)(C)C)(C)C (hexamethyldisilazane), C(C)#N (acetonitrile). Reaction conditions: time 30 minute. The product is NC=1NC(C2=C(N1)N(C(S2)=O)[C@@H]2[C@@](O)([C@@](O)([C@@H](O2)COC(C2=CC=CC=C2)=O)C(C2=CC=CC=C2)=O)C(C2=CC=CC=C2)=O)=O (5-amino-3-(2′,3′,5′-O-tribenzoyl-β-L-ribofuranosyl)thiazolo[4,5-d]pyrimidine-2,7(6H)-dione). Isolated yield 76.7%. As a reaction SMILES: [NH2:1][C:2]1[NH:3][C:4](=[O:12])[C:5]2[S:10][C:9](=[O:11])[NH:8][C:6]=2[N:7]=1.C[Si](C)(C)Cl.O([Si](C)(C)C)S(C(F)(F)F)(=O)=O.C(O[CH:34]1[O:40][C@@H:39]([CH2:41][O:42][C:43](=[O:50])[C:44]2[CH:49]=[CH:48][CH:47]=[CH:46][CH:45]=2)[C@:37]([C:51](=[O:58])[C:52]2[CH:57]=[CH:56][CH:55]=[CH:54][CH:53]=2)([OH:38])[C@:35]1([C:59](=[O:66])[C:60]1[CH:65]=[CH:64][CH:63]=[CH:62][CH:61]=1)[OH:36])(=O)C.C(=O)(O)[O-].[Na+]>C(#N)C.C[Si](C)(C)N[Si](C)(C)C.C(OCC)(=O)C.O>[NH2:1][C:2]1[NH:3][C:4](=[O:12])[C:5]2[S:10][C:9](=[O:11])[N:8]([C@H:34]3[O:40][C@@H:39]([CH2:41][O:42][C:43](=[O:50])[C:44]4[CH:49]=[CH:48][CH:47]=[CH:46][CH:45]=4)[C@:37]([C:51](=[O:58])[C:52]4[CH:53]=[CH:54][CH:55]=[CH:56][CH:57]=4)([OH:38])[C@:35]3([C:59](=[O:66])[C:60]3[CH:61]=[CH:62][CH:63]=[CH:64][CH:65]=3)[OH:36])[C:6]=2[N:7]=1 |f:4.5|. Procedure: 5-Aminothiazolo[4,5-d]pyrimidine-2,7(6H)-dione 32 (400 mg, 2.71 mmol) was suspended in acetonitrile (16 mL) and hexamethyldisilazane (0.96 mL), and trimethylchlorosilane (0.55 mL) and trimethylsilyl triflate (0.9 mL) added. The mixture was stirred under reflux for 3.5 h. A solution of trimethylsilyl triflate (0.45 mL) in acetonitrile (1.0 mL) was added dropwise and stirring and heating was continued for additional 30 min. A slurry of 1-O-acetyl-2,3,5-O-tribenzoyl-L-ribofuranose (1.22 g, 2.28 mmo... The reactants are C1CCNCC1, COc1ccc(C=O)cc1-c1cccs1, CCO, O=C1Cc2ccc(-c3cccnc3)cc2N1. Product: COc1ccc(C=C2C(=O)Nc3cc(-c4cccnc4)ccc32)cc1-c1cccs1. Reaction SMILES: [CH2:32]1[CH2:33][CH2:34][NH:35][CH2:36][CH2:37]1.[CH3:17][O:18][c:19]1[c:20](-[c:27]2[s:28][cH:29][cH:30][cH:31]2)[cH:21][c:22]([CH:23]=[O:24])[cH:25][cH:26]1.[CH3:38][CH2:39][OH:40].[n:1]1[cH:2][c:3](-[c:7]2[cH:8][cH:9][c:10]3[c:14]([cH:15]2)[NH:13][C:12](=[O:16])[CH2:11]3)[cH:4][cH:5][cH:6]1>>[n:1]1[cH:2][c:3](-[c:7]2[cH:8][cH:9][c:10]3[c:14]([cH:15]2)[NH:13][C:12](=[O:16])[C:11]3=[CH:23][c:22]2[cH:21][c:20](-[c:27]3[s:28][cH:29][cH:30][cH:31]3)[c:19]([O:18][CH3:17])[cH:26][cH:25]2)[cH:4][cH:5][cH:6]1. Reactants: CCN=C=NCCCN(C)C, CC#N, Cl, O=C(O)c1ccc(F)c2ccccc12, NC(Cc1ccc(C(F)(F)F)c(F)c1)C(O)c1ccc(F)cc1, O, On1nnc2ccccc21. Product: O=C(NC(Cc1ccc(C(F)(F)F)c(F)c1)C(O)c1ccc(F)cc1)c1ccc(F)c2ccccc12. Reaction SMILES: [CH2:39]([N:40]=[C:41]=[N:42][CH2:43][CH2:44][CH2:45][N:46]([CH3:47])[CH3:48])[CH3:49].[CH3:60][C:61]#[N:62].[ClH:38].[F:24][c:25]1[cH:26][cH:27][c:28]([C:35](=[O:36])[OH:37])[c:29]2[cH:30][cH:31][cH:32][cH:33][c:34]12.[NH2:1][CH:2]([CH:3]([OH:4])[c:5]1[cH:6][cH:7][c:8]([F:11])[cH:9][cH:10]1)[CH2:12][c:13]1[cH:14][c:15]([F:23])[c:16]([C:19]([F:20])([F:21])[F:22])[cH:17][cH:18]1.[OH2:63].[OH:50][n:51]1[c:52]2[cH:53][cH:54][cH:55][cH:56][c:57]2[n:58][n:59]1>>[NH:1]([CH:2]([CH:3]([OH:4])[c:5]1[cH:6][cH:7][c:8]([F:11])[cH:9][cH:10]1)[CH2:12][c:13]1[cH:14][c:15]([F:23])[c:16]([C:19]([F:20])([F:21])[F:22])[cH:17][cH:18]1)[C:35]([c:28]1[cH:27][cH:26][c:25]([F:24])[c:34]2[c:29]1[cH:30][cH:31][cH:32][cH:33]2)=[O:36]. Product: Br, CC1COc2c(C3CC3N)c(F)cc3c(=O)c(C(=O)O)cn1c23. Reactants: Br, CC(=O)O, CC1COc2c(C3CC3NC(=O)OCc3ccccc3)c(F)cc3c(=O)c(C(=O)O)cn1c23, ClC(Cl)Cl, O. Reaction SMILES: [BrH:5].[C:1]([OH:2])(=[O:3])[CH3:4].[CH2:6]([O:7][C:8](=[O:9])[NH:16][CH:17]1[CH:18]([c:20]2[c:21]([F:38])[cH:22][c:23]3[c:24]4[n:25]([cH:31][c:32]([C:35](=[O:36])[OH:37])[c:33]3=[O:34])[CH:26]([CH3:30])[CH2:27][O:28][c:29]24)[CH2:19]1)[c:10]1[cH:11][cH:12][cH:13][cH:14][cH:15]1.[CH:39]([Cl:40])([Cl:41])[Cl:42].[OH2:43]>>[BrH:5].[NH2:16][CH:17]1[CH:18]([c:20]2[c:21]([F:38])[cH:22][c:23]3[c:24]4[n:25]([cH:31][c:32]([C:35](=[O:36])[OH:37])[c:33]3=[O:34])[CH:26]([CH3:30])[CH2:27][O:28][c:29]24)[CH2:19]1. The reactants are Brc1ccc2c(c1)CNCC2, CN1CCOCC1, CN1CCCC1=O, CN1CCN(c2cc(Cl)nc(N)n2)CC1, O. The product is CN1CCN(c2cc(N3CCc4ccc(Br)cc4C3)nc(N)n2)CC1. Reaction SMILES: [Br:16][c:17]1[cH:18][cH:19][c:20]2[c:25]([cH:26]1)[CH2:24][NH:23][CH2:22][CH2:21]2.[CH3:27][N:28]1[CH2:29][CH2:30][O:31][CH2:32][CH2:33]1.[CH3:35][N:36]1[CH2:37][CH2:38][CH2:39][C:40]1=[O:41].[Cl:1][c:2]1[n:3][c:4]([NH2:15])[n:5][c:6]([N:8]2[CH2:9][CH2:10][N:11]([CH3:14])[CH2:12][CH2:13]2)[cH:7]1.[OH2:34]>>[c:2]1([N:23]2[CH2:22][CH2:21][c:20]3[cH:19][cH:18][c:17]([Br:16])[cH:26][c:25]3[CH2:24]2)[n:3][c:4]([NH2:15])[n:5][c:6]([N:8]2[CH2:9][CH2:10][N:11]([CH3:14])[CH2:12][CH2:13]2)[cH:7]1. Reactants: CN1CCN(CC1)C(C(=O)OCC1=CC=CC=C1)C1=CC=CC=C1 (benzyl 2-(4-methylpiperazin-1-yl)-2-phenylacetate), CO (methanol), CO (methanol), [H][H] (hydrogen), C1(=CC=CC=C1)CC(=O)O (phenylacetic acid). The reagents and catalysts are [Pd] (Pd/C). Product: COC(=O)N[C@@H](C(=O)O)C1=CC=CC=C1 ((R)-2-(Methoxycarbonylamino)-2-phenylacetic acid). RXN SMILES: CN1CC[N:5]([CH:8]([C:19]2[CH:24]=[CH:23][CH:22]=[CH:21][CH:20]=2)[C:9]([O:11]CC2C=CC=CC=2)=[O:10])[CH2:4]C1.[H][H].C1(C[C:34](O)=[O:35])C=CC=CC=1.C[OH:38]>[Pd]>[CH3:34][O:35][C:4]([NH:5][C@H:8]([C:19]1[CH:24]=[CH:23][CH:22]=[CH:21][CH:20]=1)[C:9]([OH:11])=[O:10])=[O:38]. Procedure details: A methanol (10 mL) solution of either stereoisomer of benzyl 2-(4-methylpiperazin-1-yl)-2-phenylacetate (1.0 g, 3.1 mmol) was added to a suspension of 10% Pd/C (120 mg) in methanol (5.0 mL). The reaction mixture was exposed to a balloon of hydrogen, under a careful monitoring, for <50 minutes. Immediately after the completion of the reaction, the catalyst was filtered through diatomaceous earth (CELITE®) and the filtrate was concentrated in vacuo to provide Cap-7, contaminated with phenylacetic ... The reactants are CC(C)(C)OC(=O)N1CC(OS(C)(=O)=O)CC1C(N)=O, CN(C)C=O, COc1ccc(CS)cc1, [Cl-], [H-], [Na+], [Na+]. The product is COc1ccc(CSC2CC(C(N)=O)N(C(=O)OC(C)(C)C)C2)cc1. As a reaction SMILES: [C:13]([CH3:14])([CH3:15])([CH3:16])[O:17][C:18](=[O:19])[N:20]1[CH:21]([C:30]([NH2:31])=[O:32])[CH2:22][CH:23]([O:25][S:26]([CH3:27])(=[O:28])=[O:29])[CH2:24]1.[CH3:35][N:36]([CH3:37])[CH:38]=[O:39].[CH3:3][O:4][c:5]1[cH:6][cH:7][c:8]([CH2:9][SH:10])[cH:11][cH:12]1.[Cl-:34].[H-:1].[Na+:2].[Na+:33]>>[CH3:3][O:4][c:5]1[cH:6][cH:7][c:8]([CH2:9][S:10][CH:23]2[CH2:22][CH:21]([C:30]([NH2:31])=[O:32])[N:20]([C:18]([O:17][C:13]([CH3:14])([CH3:15])[CH3:16])=[O:19])[CH2:24]2)[cH:11][cH:12]1.